From a dataset of the Open Reaction Database (ORD), a public repository of structured organic reaction records. describe an organic reaction: reactants, conditions, products, and yield Product: CC(=O)N1CCC(Oc2ccc(N)cc2)CC1. Reaction SMILES: [C:1]([CH3:2])(=[O:3])[N:4]1[CH2:5][CH2:6][CH:7]([O:10][c:11]2[cH:12][cH:13][c:14]([N+:17]([O-:18])=[O:19])[cH:15][cH:16]2)[CH2:8][CH2:9]1.[C:24].[CH3:21][CH2:22][OH:23].[ClH:20].[Pd:25]>>[C:1]([CH3:2])(=[O:3])[N:4]1[CH2:5][CH2:6][CH:7]([O:10][c:11]2[cH:12][cH:13][c:14]([NH2:17])[cH:15][cH:16]2)[CH2:8][CH2:9]1. Reactants: CC(=O)N1CCC(Oc2ccc([N+](=O)[O-])cc2)CC1, C, CCO, Cl, [Pd]. The reactants are C[Si](CCOCN(C1=C(C(=NC=2N1N=CC2C=2C=NC(=CC2)C2=CC=CC=C2)C2CCN(CC2)C(=O)OC(C)(C)C)C#N)COCC[Si](C)(C)C)(C)C (Tert-butyl 4-(7-(bis((2-(trimethylsilyl)ethoxy)methyl)amino)-6-cyano-3-(6-phenylpyridin-3-yl)pyrazolo[1,5-a]pyrimidin-5-yl)piperidine-1-carboxylate), C(=O)(C(F)(F)F)O.O (TFA water). Reaction conditions: time 10 minute. The product is NC1=C(C(=NC=2N1N=CC2C=2C=NC(=CC2)C2=CC=CC=C2)C2CCNCC2)C#N (7-amino-3-(6-phenylpyridin-3-yl)-5-(piperidin-4-yl)pyrazolo[1,5-a]pyrimidine-6-carbonitrile), C(=O)(C(F)(F)F)O (TFA). As a reaction SMILES: C[Si](C)(C)CCOC[N:7](COCC[Si](C)(C)C)[C:8]1[N:13]2[N:14]=[CH:15][C:16]([C:17]3[CH:18]=[N:19][C:20]([C:23]4[CH:28]=[CH:27][CH:26]=[CH:25][CH:24]=4)=[CH:21][CH:22]=3)=[C:12]2[N:11]=[C:10]([CH:29]2[CH2:34][CH2:33][N:32](C(OC(C)(C)C)=O)[CH2:31][CH2:30]2)[C:9]=1[C:42]#[N:43].[C:54]([OH:60])([C:56]([F:59])([F:58])[F:57])=[O:55].O>>[NH2:7][C:8]1[N:13]2[N:14]=[CH:15][C:16]([C:17]3[CH:18]=[N:19][C:20]([C:23]4[CH:24]=[CH:25][CH:26]=[CH:27][CH:28]=4)=[CH:21][CH:22]=3)=[C:12]2[N:11]=[C:10]([CH:29]2[CH2:30][CH2:31][NH:32][CH2:33][CH2:34]2)[C:9]=1[C:42]#[N:43].[C:54]([OH:60])([C:56]([F:59])([F:58])[F:57])=[O:55] |f:1.2|. Reported procedure: Tert-butyl 4-(7-(bis((2-(trimethylsilyl)ethoxy)methyl)amino)-6-cyano-3-(6-phenylpyridin-3-yl)pyrazolo[1,5-a]pyrimidin-5-yl)piperidine-1-carboxylate (190 mg) was treated with TFA/water (95:5, 3 ml) with stirring for 10 minutes. The reaction mixture was concentrated and lyophilized to yield the title compound as TFA salt. The reactants are FC(C1=CC=C(C=O)C=C1)(F)F (4-(trifluoromethyl)benzaldehyde), C(C)OC(=O)C(N=P(C1=CC=CC=C1)(C1=CC=CC=C1)C1=CC=CC=C1)=CC=CC1=CC=C(C=C1)CC (3-ethoxycarbonyl-1,1,1-triphenyl-6-(4-ethylphenyl)-2-aza-1λ5-phosphahexa-1,3,5-triene), C(C)OC(=O)C(N=P(C1=CC=CC=C1)(C1=CC=CC=C1)C1=CC=CC=C1)=CC=CC1=CC=C(C=C1)CC (3-ethoxycarbonyl-1,1,1-triphenyl-6-(4-ethylphenyl)-2-aza-1λ5-phosphahexa-1,3,5-triene). The solvent is C(C)#N (acetonitrile). Reaction conditions: temperature 60 celsius. Product: C(C)C1=CC=C(C=C1)C=1C=CC(=NC1C1=CC=C(C=C1)C(F)(F)F)C(=O)OCC (Ethyl 5-(4-ethylphenyl)-6-(4-(trifluoromethyl)phenyl)pyridine-2-carboxylate). RXN SMILES: [F:1][C:2]([F:12])([F:11])[C:3]1[CH:10]=[CH:9][C:6]([CH:7]=O)=[CH:5][CH:4]=1.[CH2:13]([O:15][C:16]([C:18](=[CH:39][CH:40]=[CH:41][C:42]1[CH:47]=[CH:46][C:45]([CH2:48][CH3:49])=[CH:44][CH:43]=1)[N:19]=P(C1C=CC=CC=1)(C1C=CC=CC=1)C1C=CC=CC=1)=[O:17])[CH3:14]>C(#N)C>[CH2:48]([C:45]1[CH:44]=[CH:43][C:42]([C:41]2[CH:40]=[CH:39][C:18]([C:16]([O:15][CH2:13][CH3:14])=[O:17])=[N:19][C:7]=2[C:6]2[CH:9]=[CH:10][C:3]([C:2]([F:12])([F:11])[F:1])=[CH:4][CH:5]=2)=[CH:47][CH:46]=1)[CH3:49]. Procedure details: General Procedure K. 4-(trifluoromethyl)benzaldehyde (153 mg, 1.88 mmol) was added to a stirred solution of 3-ethoxycarbonyl-1,1,1-triphenyl-6-(4-ethylphenyl)-2-aza-1λ5-phosphahexa-1,3,5-triene (Compound 46, 444 mg, 0.88 mmol) in dry acetonitrile (10 ml) and the solution was heated to 60° C. for 18 hours. The solution was concentrated in vacuo, and the crude product was passed through a silica gel column with 15% ethyl acetate in hexane as eluant to give the title compound as a yellow oil. The solvent is CCOCC (ether), CCOCC (Et2O). The product is ClCC(=O)NCC(=O)O (Chloroacetyl glycine). As a reaction SMILES: [NH2:1][CH2:2][C:3]([OH:5])=[O:4].[OH-].[Na+].[Cl:8][CH2:9][C:10](Cl)=[O:11]>CCOCC>[Cl:8][CH2:9][C:10]([NH:1][CH2:2][C:3]([OH:5])=[O:4])=[O:11] |f:1.2|. Reported procedure: Glycine (1.5 g, 20 mmol) was dissolved in 2N NaOH (25 ml, 50 mmol) and ether (20 ml) was added. Chloroacetyl chloride (2.26 g) dissolved in Et2O (20 ml) was added dropwise at 0° C. The mixture was stirred at 0° for 30 minutes and at room temperature 1 hour. The layers were separated and the water layer was washed with Et2O (2×20 ml). The water layer was then acidified to pH 2 with concentrated HCl and the product was extracted into EtOAc (3×50 ml). The combined EtOAc extracts were washed with br... Starting materials: NCC(=O)O (Glycine), [OH-].[Na+] (NaOH), ClCC(=O)Cl (Chloroacetyl chloride). Reaction conditions: time 1 hour. The yield is 84.5%. Reactants: [H-].[Na+] (NaH), C(C=C)C(C(=O)OCC)C(=O)OCC (diethyl 2-allylmalonate), BrCC#C (3-bromoprop-1-yne). Run in CN(C)C=O (DMF), CN(C)C=O (DMF), CCOCC (ether). Reaction conditions: time 8 hour. Product: C(C=C)C(C(=O)OCC)(C(=O)OCC)CC#C (diethyl 2-allyl-2-(prop-2-ynyl)malonate). RXN SMILES: [H-].[Na+].[CH2:3]([CH:6]([C:12]([O:14][CH2:15][CH3:16])=[O:13])[C:7]([O:9][CH2:10][CH3:11])=[O:8])[CH:4]=[CH2:5].Br[CH2:18][C:19]#[CH:20]>CN(C=O)C.CCOCC>[CH2:3]([C:6]([CH2:20][C:19]#[CH:18])([C:12]([O:14][CH2:15][CH3:16])=[O:13])[C:7]([O:9][CH2:10][CH3:11])=[O:8])[CH:4]=[CH2:5] |f:0.1|. Procedure: NaH (60%, 0.480 g) was added to a cold (0° C.) solution of diethyl 2-allylmalonate (2.002 g) in DMF (10 mL) and the mixture was allowed to warm to rt over 30 min. Then a solution of 3-bromoprop-1-yne (1.487 g) in DMF (3 mL) was added dropwise at 0° C. and the mixture was allowed to warm to rt and stirred at rt overnight. The reaction mixture was diluted with ether and then quenched with sat. NH4Cl, washed with water, brine and dried (Na2SO4). The crude product was purified by silica gel FCC (1:1... Reactants: C1CCOC1, CCCCCCC, COC(=O)c1cc2c(cc1-c1cc(C(C)C)c(F)cc1OC)CCC2=O. The product is COC(=O)c1cc2c(cc1-c1cc(C(C)C)c(F)cc1OC)CCC2(C)O. Reaction SMILES: [CH2:34]1[O:35][CH2:36][CH2:37][CH2:38]1.[CH3:27][CH2:28][CH2:29][CH2:30][CH2:31][CH2:32][CH3:33].[F:1][c:2]1[cH:3][c:4]([O:25][CH3:26])[c:5](-[c:11]2[c:12]([C:21](=[O:22])[O:23][CH3:24])[cH:13][c:14]3[c:18]([cH:19]2)[CH2:17][CH2:16][C:15]3=[O:20])[cH:6][c:7]1[CH:8]([CH3:9])[CH3:10]>>[F:1][c:2]1[cH:3][c:4]([O:25][CH3:26])[c:5](-[c:11]2[c:12]([C:21](=[O:22])[O:23][CH3:24])[cH:13][c:14]3[c:18]([cH:19]2)[CH2:17][CH2:16][C:15]3([OH:20])[CH3:27])[cH:6][c:7]1[CH:8]([CH3:9])[CH3:10]. Starting materials: C1(C=2C(C(=O)O1)=CC=CC2)=O (Phthalic anhydride), CN(N)C(=S)NC1=CC=CC=C1 (2-Methyl-4-phenyl-3-thiosemicarbazide), ice water. Run in CN(C=O)C (dimethylformamide). Reaction conditions: time 8 hour. Yields the product C(=O)(O)C1=C(C(=O)NN(C(=S)NC2=CC=CC=C2)C)C=CC=C1 (1-(2-Carboxybenzoyl)-2-methyl-4-phenyl-3-thiosemicarbazide). As a reaction SMILES: [CH3:1][N:2]([C:4]([NH:6][C:7]1[CH:12]=[CH:11][CH:10]=[CH:9][CH:8]=1)=[S:5])[NH2:3].[C:13]1(=[O:23])[O:18][C:16](=[O:17])[C:15]2=[CH:19][CH:20]=[CH:21][CH:22]=[C:14]12>CN(C)C=O>[C:16]([C:15]1[CH:19]=[CH:20][CH:21]=[CH:22][C:14]=1[C:13]([NH:3][N:2]([CH3:1])[C:4]([NH:6][C:7]1[CH:12]=[CH:11][CH:10]=[CH:9][CH:8]=1)=[S:5])=[O:23])([OH:18])=[O:17]. Procedure: 2-Methyl-4-phenyl-3-thiosemicarbazide (0.2 mole) was dissolved in about 75 ml of dimethylformamide and placed in a 3-necked round-bottomed flask equipped with magnetic stirrer, condenser, additional powder funnel and thermometer. Phthalic anhydride (0.2 mole) was added in portions at 20°. The contents were stirred overnight at room temperature, then poured into ice water the following morning. The resulting solid title product was recrystallized from a mixture of hexane and ethanol. (m.p. 155°-1...